This data is from the Open Reaction Database (ORD), a public repository of structured organic reaction records. The task is: describe an organic reaction: reactants, conditions, products, and yield Starting materials: ClC1=NC(=C(C(=N1)N(CC(=O)OC)CC1=NC=C(C(=C1C)OC)C)[N+](=O)[O-])C (Methyl 2-[(2-chloro-6-methyl-5-nitro-pyrimidin-4-yl)-[(4-methoxy-3,5-dimethyl-pyridin-2-yl)methyl]amino]acetate), ClC1=NC(=C(C(=N1)N(CC(=O)OC)CC1=NC=C(C(=C1C)OC)C)[N+](=O)[O-])C (Methyl 2-[(2-chloro-6-methyl-5-nitro-pyrimidin-4-yl)-[(4-methoxy-3,5-dimethyl-pyridin-2-yl)methyl]amino]acetate), N (ammonia). Solvent: C1CCOC1 (THF). Run at time 8 hour. Product: NC1=NC(=C(C(=N1)N(CC(=O)OC)CC1=NC=C(C(=C1C)OC)C)[N+](=O)[O-])C (Methyl 2-[(2-amino-6-methyl-5-nitro-pyrimidin-4-yl)-[(4-methoxy-3,5-dimethyl-pyridin-2-yl)methyl]amino]acetate), solid. Yield: 99.0%. RXN SMILES: Cl[C:2]1[N:7]=[C:6]([N:8]([CH2:14][C:15]2[C:20]([CH3:21])=[C:19]([O:22][CH3:23])[C:18]([CH3:24])=[CH:17][N:16]=2)[CH2:9][C:10]([O:12][CH3:13])=[O:11])[C:5]([N+:25]([O-:27])=[O:26])=[C:4]([CH3:28])[N:3]=1.[NH3:29]>C1COCC1>[NH2:29][C:2]1[N:7]=[C:6]([N:8]([CH2:14][C:15]2[C:20]([CH3:21])=[C:19]([O:22][CH3:23])[C:18]([CH3:24])=[CH:17][N:16]=2)[CH2:9][C:10]([O:12][CH3:13])=[O:11])[C:5]([N+:25]([O-:27])=[O:26])=[C:4]([CH3:28])[N:3]=1. Procedure details: Methyl 2-[(2-chloro-6-methyl-5-nitro-pyrimidin-4-yl)-[(4-methoxy-3,5-dimethyl-pyridin-2-yl)methyl]amino]acetate (Intermediate 28)(465 mg, 1.13 mmol) was stirred in THF (50 mL) and ammonia (28% in water, 10 mL) was added and the mixture stirred at room temperature overnight. The mixtures were concentrated in vacuo and water (200 mL) was added and extracted with DCM (3×100 mL) and concentration in vacuo yielded Intermediate 27 an orange solid (437 mg, 99%); 1H NMR spectrum (400 MHz, DMSO-d6) δ 2.2... Reactants: NC1=NC=CN=C1 (2-Amino-pyrazine), ClC(=C(C)C)N(C)C (1-Chloro-N,N,2-trimethyl-prop-1-en-1-amine), N1(CCC1)C(=O)C1=CC=C(C=N1)OC=1C=C(C(=O)O)C=C(C1)O[C@@H]1C(N(CC1)C)=O (3-[6-(azetidine-1-carbonyl)pyridin-3-yl]oxy-5-[(3S)-1-methyl-2-oxo-pyrrolidin-3-yl]oxy-benzoic acid), N1(CCC1)C(=O)C1=CC=C(C=N1)OC=1C=C(C(=O)O)C=C(C1)O[C@@H]1C(N(CC1)C)=O (3-[6-(azetidine-1-carbonyl)pyridin-3-yl]oxy-5-[(3S)-1-methyl-2-oxo-pyrrolidin-3-yl]oxy-benzoic acid), N1=CC=CC=C1 (pyridine). Solvent: C(Cl)Cl (DCM). Run at time 50 minute. Yields the product N1(CCC1)C(=O)C1=CC=C(C=N1)OC=1C=C(C(=O)NC2=NC=CN=C2)C=C(C1)O[C@@H]1C(N(CC1)C)=O (3-[6-(Azetidine-1-carbonyl)pyridin-3-yl]oxy-5-[(3S)-1-methyl-2-oxo-pyrrolidin-3-yl]oxy-N-pyrazin-2-yl-benzamide). Yield: 22.0%. As a reaction SMILES: ClC(N(C)C)=C(C)C.[N:9]1([C:13]([C:15]2[N:20]=[CH:19][C:18]([O:21][C:22]3[CH:23]=[C:24]([CH:28]=[C:29]([O:31][C@H:32]4[CH2:36][CH2:35][N:34]([CH3:37])[C:33]4=[O:38])[CH:30]=3)[C:25]([OH:27])=O)=[CH:17][CH:16]=2)=[O:14])[CH2:12][CH2:11][CH2:10]1.[NH2:39][C:40]1[CH:45]=[N:44][CH:43]=[CH:42][N:41]=1.N1C=CC=CC=1>C(Cl)Cl>[N:9]1([C:13]([C:15]2[N:20]=[CH:19][C:18]([O:21][C:22]3[CH:23]=[C:24]([CH:28]=[C:29]([O:31][C@H:32]4[CH2:36][CH2:35][N:34]([CH3:37])[C:33]4=[O:38])[CH:30]=3)[C:25]([NH:39][C:40]3[CH:45]=[N:44][CH:43]=[CH:42][N:41]=3)=[O:27])=[CH:17][CH:16]=2)=[O:14])[CH2:10][CH2:11][CH2:12]1. Procedure: 1-Chloro-N,N,2-trimethyl-prop-1-en-1-amine (0.08 0 mL, 0.60 mmol) was added to a solution of 3-[6-(azetidine-1-carbonyl)pyridin-3-yl]oxy-5-[(3S)-1-methyl-2-oxo-pyrrolidin-3-yl]oxy-benzoic acid (Intermediate 30) (202 mg, 0.49 mmol) in DCM (5 mL) and stirred at ambient temperature for 50 minutes. 2-Amino-pyrazine (CAS no. 5049-61-6) (94 mg, 0.98 mmol) and pyridine (0.80 mL, 0.98 mmol) were added and the reaction stirred for 16 hours. The solvent was removed under reduced pressure and the residue t... Starting materials: CC1=CC=C(C=C1)C1=CC(=CC(=C1)N1C(CCCC1)=O)C(=O)O (4′-methyl-5-(2-oxopiperidin-1-yl)biphenyl-3-carboxylic acid), Cl.CN(CCCN=C=NCC)C (N-(3-dimethylaminopropyl)-N′-ethylcarbodiimide hydrochloride), O.ON1N=NC2=C1C=CC=C2 (1-hydroxybenzotriazole hydrate), Cl.CC1=CC=C(C=N1)[C@@H](C)N ((R)-1-(6-methylpyridin-3-yl)ethanamine hydrochloride), C(C)(C)N(C(C)C)CC (N,N-diisopropylethylamine). Run in C(Cl)Cl (CH2Cl2). Reaction conditions: time 8 hour. Product: CC1=CC=C(C=C1)C1=CC(=CC(=C1)N1C(CCCC1)=O)C(=O)N[C@H](C)C=1C=NC(=CC1)C ((R)-4′-Methyl-N-(1-(6-methylpyridin-3-yl)ethyl)-5-(2-oxopiperidin-1-yl)biphenyl-3-carboxamide). Reaction SMILES: [CH3:1][C:2]1[CH:7]=[CH:6][C:5]([C:8]2[CH:13]=[C:12]([N:14]3[CH2:19][CH2:18][CH2:17][CH2:16][C:15]3=[O:20])[CH:11]=[C:10]([C:21](O)=[O:22])[CH:9]=2)=[CH:4][CH:3]=1.Cl.CN(C)CCCN=C=NCC.O.ON1C2C=CC=CC=2N=N1.Cl.[CH3:48][C:49]1[N:54]=[CH:53][C:52]([C@H:55]([NH2:57])[CH3:56])=[CH:51][CH:50]=1.C(N(CC)C(C)C)(C)C>C(Cl)Cl>[CH3:1][C:2]1[CH:7]=[CH:6][C:5]([C:8]2[CH:13]=[C:12]([N:14]3[CH2:19][CH2:18][CH2:17][CH2:16][C:15]3=[O:20])[CH:11]=[C:10]([C:21]([NH:57][C@@H:55]([C:52]3[CH:53]=[N:54][C:49]([CH3:48])=[CH:50][CH:51]=3)[CH3:56])=[O:22])[CH:9]=2)=[CH:4][CH:3]=1 |f:1.2,3.4,5.6|. Procedure details: To a mixture of 4′-methyl-5-(2-oxopiperidin-1-yl)biphenyl-3-carboxylic acid (45 mg, 0.14 mmol), N-(3-dimethylaminopropyl)-N′-ethylcarbodiimide hydrochloride (56 mg, 0.29 mmol), 1-hydroxybenzotriazole hydrate (22 mg, 0.14 mmol), and CH2Cl2 (3 mL) were added (R)-1-(6-methylpyridin-3-yl)ethanamine hydrochloride (38 mg, 0.22 mmol) and N,N-diisopropylethylamine (51 μL, 0.29 mmol). The mixture was stirred at room temperature overnight and then concentrated. The residue was purified by preparative HPLC... The product is ClC1=CC=C(C(=O)C2=CC=C(CN3C(=O)N(C=4N=CN(C4C3=O)CC3=CC=C(C=C3)C(C3=CC=C(C=C3)Cl)=O)C)C=C2)C=C1 (1,7-Bis[4-(4-chlorobenzoyl)benzyl]-3-methylxanthine). RXN SMILES: [CH3:1][N:2]1[C:10]2[N:9]=[CH:8][NH:7][C:6]=2[C:5](=[O:11])[NH:4][C:3]1=[O:12].[C:13](=[O:16])([O-])[O-].[K+].[K+].[Cl:19][C:20]1[CH:35]=[CH:34][C:23]([C:24]([C:26]2[CH:33]=[CH:32][C:29]([CH2:30]Br)=[CH:28][CH:27]=2)=[O:25])=[CH:22][CH:21]=1>CN(C=O)C.O>[Cl:19][C:20]1[CH:35]=[CH:34][C:23]([C:24]([C:26]2[CH:33]=[CH:32][C:29]([CH2:30][N:4]3[C:5](=[O:11])[C:6]4[N:7]([CH2:24][C:26]5[CH:33]=[CH:32][C:29]([C:13](=[O:16])[C:23]6[CH:22]=[CH:21][C:20]([Cl:19])=[CH:35][CH:34]=6)=[CH:28][CH:27]=5)[CH:8]=[N:9][C:10]=4[N:2]([CH3:1])[C:3]3=[O:12])=[CH:28][CH:27]=2)=[O:25])=[CH:22][CH:21]=1 |f:1.2.3|. Yield: 24.2%. Starting materials: CN1C(NC(C=2NC=NC12)=O)=O (3-methylxanthine), C([O-])([O-])=O.[K+].[K+] (potassium carbonate), ClC1=CC=C(C(=O)C2=CC=C(CBr)C=C2)C=C1 (4-(4-chlorobenzoyl)benzyl bromide). Procedure details: A solution of 3-methylxanthine (204 mg), potassium carbonate (340 mg) and 4-(4-chlorobenzoyl)benzyl bromide (754 mg) in DMF (10 ml) was stirred at 60° C. for 5 hours. This reaction mixture was poured in water and extracted with ethyl acetate. The extract was washed with water, dried, and concentrated. The residue was purified by silica gel column chromatography (hexane: ethyl acetate =1:1) and recrystallized from ethyl acetate-hexane to provide the title compound as colorless solid (184 mg). Run in CN(C)C=O (DMF), O (water). The reactants are sulfoxides, ClC=1C=C(C=CC1)N1C2=C(C(C=3C=CC=NC13)=O)CS(CC2)=O (10-(3-chlorophenyl)-6,8,9,10-tetrahydro-5H-thiopyrano[4,3-b][1,8]naphthyridin-5-one-7-oxide), ClC=1C=C(C=CC1)N1C2=C(C(C=3C=CC=NC13)=O)S(CC2)=O (4-(3-chlorophenyl)-2,3,4,9-tetrahydrothieno[3,2-b][1,8]naphthyridin-9-one-1-oxide), ClC=1C=C(C=CC1)N1C2=C(C(C=3C=CC=NC13)=O)CS(CC2)(=O)=O (10-(3-chlorophenyl)-6,8,9,10-tetrahydro-5H-thiopyrano[4,3-b][1,8]naphthyridin-5-one-7,7-dioxide), ClC=1C=C(C=CC1)N1C2=C(C(C=3C=CC=NC13)=O)SCC2 (4-(3-chlorophenyl)-2,3,4,9-tetrahydrothieno[3,2-b][1,8]naphthyridin-9-one), peracid, ClC=1C=C(C=CC1)N1C2=C(C(C=3C=CC=NC13)=O)S(CC2)(=O)=O (4-(3-chlorophenyl)-2,3,4,9-tetrahydrothieno[ 3,2-b][1,8]naphthyridin-9-one-1,1-dioxide), peracid, peracid, ClC=1C=C(C=CC1)N1C2=C(C(C=3C=CC=NC13)=O)CSCC2 (10-(3-chlorophenyl)-6,8,9,10-tetrahydro-5H-thiopyrano[4,3-b][1,8]naphthyridin-5-one). Yields the product CS(=O)(=O)C=1C=C(C=CC1)N1C2=C(C(C=3C=CC=NC13)=O)CCC2 (6,7,8,9-tetrahydro-9-(3-methylsulfonylphenyl)-5H-cyclopenta[b][1,8]naphthyridin-5-one), dioxides. As a reaction SMILES: ClC1C=C(N2C3N=CC=CC=3C(=O)C3CSCCC2=3)C=CC=1.ClC1C=C(N2C3N=CC=CC=3C(=O)C3SCCC2=3)C=CC=1.Cl[C:45]1[CH:46]=[C:47]([N:51]2[C:60]3[N:59]=[CH:58][CH:57]=[CH:56][C:55]=3[C:54](=[O:61])[C:53]3[CH2:62]S(=O)[CH2:64][CH2:65][C:52]2=3)[CH:48]=[CH:49][CH:50]=1.ClC1C=C(N2C3N=CC=CC=3C(=O)C3S(=O)CCC2=3)C=CC=1.ClC1C=C(N2C3N=CC=CC=3C(=O)C3[CH2:107][S:108](=[O:112])(=[O:111])CCC2=3)C=CC=1.ClC1C=C(N2C3N=CC=CC=3C(=O)C3S(=O)(=O)CCC2=3)C=CC=1>>[CH3:107][S:108]([C:45]1[CH:46]=[C:47]([N:51]2[C:60]3[N:59]=[CH:58][CH:57]=[CH:56][C:55]=3[C:54](=[O:61])[C:53]3[CH2:62][CH2:64][CH2:65][C:52]2=3)[CH:48]=[CH:49][CH:50]=1)(=[O:112])=[O:111]. Procedure details: By basically the same reaction but employing two equivalents of the peracid oxidant at 25° C. for 50 hrs., the corresponding sulfone, 6,7,8,9-tetrahydro-9-(3-methylsulfonylphenyl)-5H-cyclopenta[b][1,8]naphthyridin-5-one is prepared, m.p. 271°-273° , after crystallization from CH3CN. Similarly, starting with 10-(3-chlorophenyl)-6,8,9,10-tetrahydro-5H-thiopyrano[4,3-b][1,8]naphthyridin-5-one or 4-(3-chlorophenyl)-2,3,4,9-tetrahydrothieno[3,2-b][1,8]naphthyridin-9-one and one equivalent of the pera... Reactants: COC1=CC=C(COC(=O)N2C(=NC=3C2=CSC3)SCC3=NC=C(C=C3)C)C=C1 (1-(4-Methoxybenzyloxycarbonyl)-2-(5-methyl-2-picolylmercapto)-1H-thieno[3,4-d]imidazole), Na2HPO4 KH2PO4, OP(=O)(O)[O-].[K+] (KH2PO4), Na2HPO4, ClC1=CC(=CC=C1)C(=O)OO (m-chloroperbenzoic acid). The solvent is C(Cl)Cl (CH2Cl2), C(Cl)Cl (CH2Cl2). Yields the product COC1=CC=C(COC(=O)N2C(=NC=3C2=CSC3)S(=O)CC3=NC=C(C=C3)C)C=C1 (1-(4-Methoxybenzyloxycarbonyl)-2-(5-methyl-2-picolylsulfinyl)-1H-thieno[3,4-d]imidazole). RXN SMILES: [CH3:1][O:2][C:3]1[CH:29]=[CH:28][C:6]([CH2:7][O:8][C:9]([N:11]2[C:15]3=[CH:16][S:17][CH:18]=[C:14]3[N:13]=[C:12]2[S:19][CH2:20][C:21]2[CH:26]=[CH:25][C:24]([CH3:27])=[CH:23][N:22]=2)=[O:10])=[CH:5][CH:4]=1.[OH:30]P([O-])(O)=O.[K+].ClC1C=CC=C(C(OO)=O)C=1>C(Cl)Cl>[CH3:1][O:2][C:3]1[CH:4]=[CH:5][C:6]([CH2:7][O:8][C:9]([N:11]2[C:15]3=[CH:16][S:17][CH:18]=[C:14]3[N:13]=[C:12]2[S:19]([CH2:20][C:21]2[CH:26]=[CH:25][C:24]([CH3:27])=[CH:23][N:22]=2)=[O:30])=[O:10])=[CH:28][CH:29]=1 |f:1.2|. Procedure: 850 mg (2 mmol) of the title compound from Example 21 were dissolved in 50 ml of CH2Cl2, and 50 ml of aqueous Na2HPO4 /KH2PO4 buffer solution (pH 7.5; 7.4 ml of KH2PO4 solution (45.35 g/l)+42.5 ml of Na2HPO4 solution (59.5 g/l) were added. While stirring vigorously at room temperature, 500 mg (2.5 mmol) of m-chloroperbenzoic acid dissolved in CH2Cl2 were added dropwise. The organic phase was dried over MgSO4 and concentrated, and the residue was chromatographed on silica gel using ethyl acetate.... Reactants: [OH-].[Na+] (sodium hydroxide), FC(C(F)(F)[*:1])(F)[*:2] (polytetrafluoroethylene), alumina silica, [Sn](Cl)(Cl)(Cl)Cl (tin chloride). The solvent is O (water). The product is O.O.O.O.O.[Sn](Cl)(Cl)(Cl)Cl (tin (IV) chloride pentahydrate). RXN SMILES: [OH-:1].[Na+].[Sn:3]([Cl:7])([Cl:6])([Cl:5])[Cl:4]>O>[OH2:1].[OH2:1].[OH2:1].[OH2:1].[OH2:1].[Sn:3]([Cl:7])([Cl:6])([Cl:5])[Cl:4] |f:0.1,4.5.6.7.8.9|. Reported procedure: A tin (IV) chloride pentahydrate (Aldrich) solution was prepared by addition of the solid to distilled water. A second solution was produced by combining sodium hydroxide (Fisher) and 40% colloidal silica (HS-40, DuPont) in distilled water followed by vigorous stirring; a source of alumina was next added to the second solution and sometimes heated to aid in dissolution. The two mixtures were combined at room temperature by slow addition of the alumina silica solution to the aqueous tin chloride ... Starting materials: C([O-])(O)=O.[Na+] (sodium bicarbonate), P(=O)(Cl)(Cl)Cl (phosphorus oxychloride), C(CC)S(=O)(=O)NC=1SC=C(N1)C(C(=O)O)=O (2-(2-propanesulfonylamino-1,3-thiazol-4-yl)glyoxylic acid), C(CC)S(=O)(=O)N=C1SC=C(N1)C(C(=O)O)=O (2-(2-propanesulfonylimino-2,3-dihydro-1,3-thiazol-4-yl)glyoxylic acid), CN1N=NN=C1SCC=1CS[C@H]2N(C1C(=O)O)C(C2N)=O (3-(1-methyl-1H-tetrazol-5-yl)thiomethyl-7-amino-3-cephem-4-carboxylic acid), C[Si](C)(C)C(C(=O)N)[Si](C)(C)C (bis(trimethylsilyl)acetamide). Run in CN(C=O)C (dimethylformamide), C(C)(=O)OCC (ethyl acetate), CN(C=O)C (dimethylformamide), C(C)(=O)OCC (ethyl acetate), C(C)(=O)OCC (ethyl acetate). Product: CN1N=NN=C1SCC=1CS[C@H]2N(C1C(=O)O)C(C2NC(C(=O)C=2N=C(SC2)NS(=O)(=O)CCC)=O)=O (3-(1-methyl-1H-tetrazol-5-yl)thiomethyl-7-[2-(2-propanesulfonylamino-1,3-thiazol-4-yl)glyoxylamido]-3-cephem-4-carboxylic acid). Reaction SMILES: P(Cl)(Cl)(Cl)=O.[CH2:6]([S:9]([NH:12][C:13]1[S:14][CH:15]=[C:16]([C:18](=[O:22])[C:19]([OH:21])=O)[N:17]=1)(=[O:11])=[O:10])[CH2:7][CH3:8].[CH3:23][N:24]1[C:28]([S:29][CH2:30][C:31]2[CH2:32][S:33][C@@H:34]3[CH:41]([NH2:42])[C:40](=[O:43])[N:35]3[C:36]=2[C:37]([OH:39])=[O:38])=[N:27][N:26]=[N:25]1.C[Si](C([Si](C)(C)C)C(N)=O)(C)C.C(=O)(O)[O-].[Na+]>C(OCC)(=O)C.CN(C)C=O>[CH3:23][N:24]1[C:28]([S:29][CH2:30][C:31]2[CH2:32][S:33][C@@H:34]3[CH:41]([NH:42][C:19](=[O:21])[C:18]([C:16]4[N:17]=[C:13]([NH:12][S:9]([CH2:6][CH2:7][CH3:8])(=[O:10])=[O:11])[S:14][CH:15]=4)=[O:22])[C:40](=[O:43])[N:35]3[C:36]=2[C:37]([OH:39])=[O:38])=[N:27][N:26]=[N:25]1 |f:4.5|. Reported procedure: To dimethylformamide (1.59 g.) was dropwise added phosphorus oxychloride (4.16 g.) under stirring and ice-cooling, and the mixture was stirred for 30 minutes at 40° C. To the mixture was added ethyl acetate (20 ml.) with stirring, and the mixture was cooled to -20° to -10° C. with stirring. To the mixture was dropwise added a mixture of 2-(2-propanesulfonylamino-1,3-thiazol-4-yl)glyoxylic acid, which can be represented as 2-(2-propanesulfonylimino-2,3-dihydro-1,3-thiazol-4-yl)glyoxylic acid, (6....